From a dataset of the Open Reaction Database (ORD), a public repository of structured organic reaction records. describe an organic reaction: reactants, conditions, products, and yield Starting materials: ClC1=CC=C(C=C1)N([C@@H]1C[C@@H](N(C2=CC=CC=C12)C(C1=CC=C(C=C1)F)=O)COC(CC)=O)C(CC)=O ((±)-cis-propionic acid 4-[(4-chloro-phenyl)-propionyl-amino]-1-(4-fluoro-benzoyl)-1,2,3,4-tetrahydro-quinolin-2-ylmethyl ester), ClC1=CC=C(C=C1)N([C@@H]1C[C@@H](N(C2=CC=C(C=C12)OCC(=O)O)C(C1=CC=C(C=C1)F)=O)C)C(CC)=O ((±)-cis-[4-[(4-chloro-phenyl)-propionyl-amino]-1-(4-fluoro-benzoyl)-2-methyl-1,2,3,4-tetrahydro-quinolin-6-yloxy]-acetic acid). Product: ClC1=CC=C(C=C1)N(C(CC)=O)[C@@H]1C[C@@H](N(C2=CC=CC=C12)C(C1=CC=C(C=C1)F)=O)CO ((±)-Cis-N-(4-chloro-phenyl)-N-[1-(4-fluoro-benzoyl)-2-hydroxymethyl-1,2,3,4-tetrahydro-quinolin-4-yl]-propionamide). RXN SMILES: [Cl:1][C:2]1[CH:7]=[CH:6][C:5]([N:8]([C:34](=[O:37])[CH2:35][CH3:36])[C@H:9]2[C:18]3[C:13](=[CH:14][CH:15]=[CH:16][CH:17]=3)[N:12]([C:19](=[O:27])[C:20]3[CH:25]=[CH:24][C:23]([F:26])=[CH:22][CH:21]=3)[C@@H:11]([CH2:28][O:29]C(=O)CC)[CH2:10]2)=[CH:4][CH:3]=1.ClC1C=CC(N(C(=O)CC)[C@H]2C3C(=CC=C(OCC(O)=O)C=3)N(C(=O)C3C=CC(F)=CC=3)[C@@H](C)C2)=CC=1>>[Cl:1][C:2]1[CH:7]=[CH:6][C:5]([N:8]([C@H:9]2[C:18]3[C:13](=[CH:14][CH:15]=[CH:16][CH:17]=3)[N:12]([C:19](=[O:27])[C:20]3[CH:21]=[CH:22][C:23]([F:26])=[CH:24][CH:25]=3)[C@@H:11]([CH2:28][OH:29])[CH2:10]2)[C:34](=[O:37])[CH2:35][CH3:36])=[CH:4][CH:3]=1. Procedure: (±)-Cis-N-(4-chloro-phenyl)-N-[1-(4-fluoro-benzoyl)-2-hydroxymethyl-1,2,3,4-tetrahydro-quinolin-4-yl]-propionamide was prepared from (±)-cis-propionic acid 4-[(4-chloro-phenyl)-propionyl-amino]-1-(4-fluoro-benzoyl)-1,2,3,4-tetrahydro-quinolin-2-ylmethyl ester using the saponification conditions utilized in the synthesis of (±)-cis-[4-[(4-chloro-phenyl)-propionyl-amino]-1-(4-fluoro-benzoyl)-2-methyl-1,2,3,4-tetrahydro-quinolin-6-yloxy]-acetic acid.